describe an organic reaction: reactants, conditions, products, and yield From a dataset of the Open Reaction Database (ORD), a public repository of structured organic reaction records. The reactants are FC1=CC=C(C=C1)CCCN[C@@H]1CC[C@H](CC1)C1=CC2=C(NC(O2)=O)C=C1 (6-{trans-4-[3-(4-fluorophenyl)propylamino]-cyclohexyl}-3H-benzoxazol-2-one), [Br-] (bromide), C(=O)(O)[O-].[Na+] (NaHCO3), C(=O)(O)[O-].[Na+] (NaHCO3), BrCC(=O)N (bromoacetamide). Run in CN(C)C=O (DMF), O (water). Run at temperature 50 celsius, time 4 hour. Product: FC1=CC=C(C=C1)CCCN(CC(=O)N)C1CCC(CC1)C1=CC2=C(NC(O2)=O)C=C1 (2-{[3-(4-fluorophenyl)propyl]-[4-(2-oxo-2,3-dihydro-benzoxazol-6-yl)-cyclohexyl]amino}acetamide). Yield: 19.1%. As a reaction SMILES: [F:1][C:2]1[CH:7]=[CH:6][C:5]([CH2:8][CH2:9][CH2:10][NH:11][C@H:12]2[CH2:17][CH2:16][C@H:15]([C:18]3[CH:27]=[CH:26][C:21]4[NH:22][C:23](=[O:25])[O:24][C:20]=4[CH:19]=3)[CH2:14][CH2:13]2)=[CH:4][CH:3]=1.C([O-])(O)=O.[Na+].Br[CH2:34][C:35]([NH2:37])=[O:36].[Br-]>CN(C=O)C.O>[F:1][C:2]1[CH:7]=[CH:6][C:5]([CH2:8][CH2:9][CH2:10][N:11]([CH:12]2[CH2:17][CH2:16][CH:15]([C:18]3[CH:27]=[CH:26][C:21]4[NH:22][C:23](=[O:25])[O:24][C:20]=4[CH:19]=3)[CH2:14][CH2:13]2)[CH2:34][C:35]([NH2:37])=[O:36])=[CH:4][CH:3]=1 |f:1.2|. Reported procedure: To a stirred suspension of 6-{trans-4-[3-(4-fluorophenyl)propylamino]-cyclohexyl}-3H-benzoxazol-2-one (110 mg, 0.81 mmol) in DMF (15 mL) was added NaHCO3 (140 mg, 1.6 mmol) and bromoacetamide (300 mg, 0.74 mmol). After 16 hours the reaction mixture was warmed to 50° C. After 4 hours, additional bromide (150 mg, 0.37 mmol) and NaHCO3 (31 mg, 0.37 mmol) were added, and the temperature was increased to 75° C. After 4 hours, the reaction mixture was cooled to room temperature, diluted with water and... Starting materials: COc1ccc(N)cc1, COc1cccc(CC(=O)Cl)c1, CCOC(C)=O, O. Yields the product COc1ccc(NCCc2cccc(OC)c2)cc1. RXN SMILES: [CH3:13][O:14][c:15]1[cH:16][cH:17][c:18]([NH2:21])[cH:19][cH:20]1.[CH3:1][O:2][c:3]1[cH:4][c:5]([CH2:9][C:10]([Cl:11])=[O:12])[cH:6][cH:7][cH:8]1.[CH3:23][CH2:24][O:25][C:26](=[O:27])[CH3:28].[OH2:22]>>[CH3:1][O:2][c:3]1[cH:4][c:5]([CH2:9][CH2:10][NH:21][c:18]2[cH:17][cH:16][c:15]([O:14][CH3:13])[cH:20][cH:19]2)[cH:6][cH:7][cH:8]1. Starting materials: FC(F)Cl, [Na+], C1COCCO1, [OH-], O, O=[N+]([O-])c1ccccc1O. Product: O=[N+]([O-])c1ccccc1OC(F)F. RXN SMILES: [Cl:13][CH:14]([F:15])[F:16].[Na+:12].[O:17]1[CH2:18][CH2:19][O:20][CH2:21][CH2:22]1.[OH-:11].[OH2:23].[OH:1][c:2]1[cH:3][cH:4][cH:5][cH:6][c:7]1[N+:8]([O-:9])=[O:10]>>[O:1]([c:2]1[cH:3][cH:4][cH:5][cH:6][c:7]1[N+:8]([O-:9])=[O:10])[CH:14]([F:15])[F:16].